Dataset: the Open Reaction Database (ORD), a public repository of structured organic reaction records. Task: describe an organic reaction: reactants, conditions, products, and yield Reactants: [BH4-], CO, [Na+], C1CCOC1, O=C(c1ccccc1)c1ccccc1. Yields the product OC(c1ccccc1)c1ccccc1. Reaction SMILES: [BH4-:17].[CH3:15][OH:16].[Na+:18].[O:19]1[CH2:20][CH2:21][CH2:22][CH2:23]1.[c:1]1([C:7](=[O:8])[c:9]2[cH:10][cH:11][cH:12][cH:13][cH:14]2)[cH:2][cH:3][cH:4][cH:5][cH:6]1>>[c:1]1([CH:7]([OH:8])[c:9]2[cH:10][cH:11][cH:12][cH:13][cH:14]2)[cH:2][cH:3][cH:4][cH:5][cH:6]1. Starting materials: N[C@H](CN1N=C(C=C1)C1=CC(=C(C#N)C=C1)C)C ((S)-4-(1-(2-aminopropyl)-1H-pyrazol-3-yl)-2-methylbenzonitrile), C(C(CO)(CO)N)O (Trisamine), CN1N=CC(=C1)C1=CC(=NO1)C(=O)O (5-(1-methyl-1H-pyrazol-4-yl)isoxazole-3-carboxylic acid), C=1C=CC2=C(C1)N=NN2O (HOBt), N=C=N (carbodiimide). Run in CN(C)C=O (DMF), C(Cl)Cl (DCM). Reaction conditions: time 24 hour. The product is C(#N)C1=C(C=C(C=C1)C1=NN(C=C1)C[C@H](C)NC(=O)C1=NOC(=C1)C=1C=NN(C1)C)C ((S)—N-(1-(3-(4-cyano-3-methylphenyl)-1H-pyrazol-1-yl)propan-2-yl)-5-(1-methyl-1H-pyrazol-4-yl)isoxazole-3-carboxamide). Isolated yield 18.1%. RXN SMILES: [CH3:1][N:2]1[CH:6]=[C:5]([C:7]2[O:11][N:10]=[C:9]([C:12]([OH:14])=O)[CH:8]=2)[CH:4]=[N:3]1.C1C=CC2N(O)N=NC=2C=1.N=C=N.[NH2:28][C@@H:29]([CH3:45])[CH2:30][N:31]1[CH:35]=[CH:34][C:33]([C:36]2[CH:43]=[CH:42][C:39]([C:40]#[N:41])=[C:38]([CH3:44])[CH:37]=2)=[N:32]1.C(O)C(N)(CO)CO>CN(C=O)C.C(Cl)Cl>[C:40]([C:39]1[CH:42]=[CH:43][C:36]([C:33]2[CH:34]=[CH:35][N:31]([CH2:30][C@@H:29]([NH:28][C:12]([C:9]3[CH:8]=[C:7]([C:5]4[CH:4]=[N:3][N:2]([CH3:1])[CH:6]=4)[O:11][N:10]=3)=[O:14])[CH3:45])[N:32]=2)=[CH:37][C:38]=1[CH3:44])#[N:41]. Reported procedure: 5-(1-methyl-1H-pyrazol-4-yl)isoxazole-3-carboxylic acid (57.9 mg, 0.3 mmol), HOBt (46 mg, 0.340 mmol) and PS-carbodiimide (364 mg), DCM (4 ml) and DMF (0.4 ml) were mixed in a glass vial. The mixture was shaken for 10 min. (S)-4-(1-(2-aminopropyl)-1H-pyrazol-3-yl)-2-methylbenzonitrile (48 mg, 0.2 mmol) was added and the mixture was stirred for 24 h. The solids were filtered off PS-Trisamine (333 mg, 1.0 mmol) was added to the filtrate. The mixture was shaken for 4 h and filtered. The filtrate wa...